Dataset: the Open Reaction Database (ORD), a public repository of structured organic reaction records. Task: describe an organic reaction: reactants, conditions, products, and yield Reactants: CN1C(=CC2=CC(=CC=C12)N(CC(=O)OCC)S(=O)(=O)C=1C=CC=C2C=CC=NC12)CNC1=CC=C(C=C1)C(N)=N (1-methyl-2-[N-(4-amidinophenyl)-aminomethyl]-5-[N-(ethoxycarbonylmethyl)-quinoline-8-sulphonylamino]-indole), [OH-].[Na+] (sodium hydroxide). The product is CN1C(=CC2=CC(=CC=C12)N(CC(=O)O)S(=O)(=O)C=1C=CC=C2C=CC=NC12)CNC1=CC=C(C=C1)C(N)=N (1-methyl-2-[N-(4-amidinophenyl)-aminomethyl]-5-[N-(hydroxycarbonylmethyl)-quinoline-8-sulphonylamino]-indole). As a reaction SMILES: [CH3:1][N:2]1[C:10]2[C:5](=[CH:6][C:7]([N:11]([S:18]([C:21]3[CH:22]=[CH:23][CH:24]=[C:25]4[C:30]=3[N:29]=[CH:28][CH:27]=[CH:26]4)(=[O:20])=[O:19])[CH2:12][C:13]([O:15]CC)=[O:14])=[CH:8][CH:9]=2)[CH:4]=[C:3]1[CH2:31][NH:32][C:33]1[CH:38]=[CH:37][C:36]([C:39](=[NH:41])[NH2:40])=[CH:35][CH:34]=1.[OH-].[Na+]>>[CH3:1][N:2]1[C:10]2[C:5](=[CH:6][C:7]([N:11]([S:18]([C:21]3[CH:22]=[CH:23][CH:24]=[C:25]4[C:30]=3[N:29]=[CH:28][CH:27]=[CH:26]4)(=[O:20])=[O:19])[CH2:12][C:13]([OH:15])=[O:14])=[CH:8][CH:9]=2)[CH:4]=[C:3]1[CH2:31][NH:32][C:33]1[CH:34]=[CH:35][C:36]([C:39](=[NH:40])[NH2:41])=[CH:37][CH:38]=1 |f:1.2|. Procedure details: Prepared analogously to Example 3 from 1-methyl-2-[N-(4-amidinophenyl)-aminomethyl]-5-[N-(ethoxycarbonylmethyl)-quinoline-8-sulphonylamino]-indole and sodium hydroxide solution. The reactants are FC(C(=O)O)(F)F (trifluoroacetic acid), CC(COC(=O)N1C=NC2=NC=C(C=C21)C=2C=CC1=C(CN(CCO1)C(=O)OC(C)(C)C)C2)C (1,1-dimethylethyl 7-(1-{[(2-methylpropyl)oxy]carbonyl}-1H-imidazo[4,5-b]pyridine-6-yl)-2,3-dihydro-1,4-benzoxazepine-4(5H)-carboxylate), FC(C(=O)O)(F)F (trifluoroacetic acid). Solvent: C(Cl)(Cl)Cl (chloroform). Conditions: temperature 80 celsius. Product: O1CCNCC2=C1C=CC(=C2)C=2C=C1C(=NC2)N=CN1C(=O)OCC(C)C (2-methylpropyl 6-(2,3,4,5-tetrahydro-1,4-benzoxazepin-7-yl)-1H-imidazo[4,5-b]pyridine-1-carboxylate). The yield is 117.4%. As a reaction SMILES: [CH3:1][CH:2]([CH3:34])[CH2:3][O:4][C:5]([N:7]1[C:15]2[C:10](=[N:11][CH:12]=[C:13]([C:16]3[CH:17]=[CH:18][C:19]4[O:25][CH2:24][CH2:23][N:22](C(OC(C)(C)C)=O)[CH2:21][C:20]=4[CH:33]=3)[CH:14]=2)[N:9]=[CH:8]1)=[O:6].FC(F)(F)C(O)=O>C(Cl)(Cl)Cl>[O:25]1[C:19]2[CH:18]=[CH:17][C:16]([C:13]3[CH:14]=[C:15]4[N:7]([C:5]([O:4][CH2:3][CH:2]([CH3:34])[CH3:1])=[O:6])[CH:8]=[N:9][C:10]4=[N:11][CH:12]=3)=[CH:33][C:20]=2[CH2:21][NH:22][CH2:23][CH2:24]1. Procedure details: To a solution of 1,1-dimethylethyl 7-(1-{[(2-methylpropyl)oxy]carbonyl}-1H-imidazo[4,5-b]pyridine-6-yl)-2,3-dihydro-1,4-benzoxazepine-4(5H)-carboxylate (0.40 g, 0.86 mmol) in chloroform (4 mL) was added dropwise trifluoroacetic acid (5 mL) and the solution then warmed to 80° C. for 45 minutes. After cooling, the solution was concentrated and dried to give 2-methylpropyl 6-(2,3,4,5-tetrahydro-1,4-benzoxazepin-7-yl)-1H-imidazo[4,5-b]pyridine-1-carboxylate (0.37 g, 90% yield) as the trifluoroacetic...